This data is from the Open Reaction Database (ORD), a public repository of structured organic reaction records. The task is: describe an organic reaction: reactants, conditions, products, and yield Starting materials: COC(=O)c1ccc2c(c1)C(O)C(C)(C)C(c1cccc(C(=O)OCc3ccccc3)c1)N2, CC[SiH](CC)CC, CCOC(C)=O, ClCCl, [Na+], [Na+], O=C([O-])[O-]. Yields the product COC(=O)c1ccc2c(c1)CC(C)(C)C(c1cccc(C(=O)OCc3ccccc3)c1)N2. As a reaction SMILES: [CH2:1]([c:2]1[cH:3][cH:4][cH:5][cH:6][cH:7]1)[O:8][C:9](=[O:10])[c:11]1[cH:12][c:13]([CH:17]2[NH:18][c:19]3[cH:20][cH:21][c:22]([C:30](=[O:31])[O:32][CH3:33])[cH:23][c:24]3[CH:25]([OH:29])[C:26]2([CH3:27])[CH3:28])[cH:14][cH:15][cH:16]1.[CH2:34]([SiH:35]([CH2:36][CH3:37])[CH2:38][CH3:39])[CH3:40].[CH3:41][CH2:42][O:43][C:44](=[O:45])[CH3:46].[Cl:53][CH2:54][Cl:55].[Na+:47].[Na+:48].[O-:49][C:50](=[O:51])[O-:52]>>[CH2:1]([c:2]1[cH:3][cH:4][cH:5][cH:6][cH:7]1)[O:8][C:9](=[O:10])[c:11]1[cH:12][c:13]([CH:17]2[NH:18][c:19]3[cH:20][cH:21][c:22]([C:30](=[O:31])[O:32][CH3:33])[cH:23][c:24]3[CH2:25][C:26]2([CH3:27])[CH3:28])[cH:14][cH:15][cH:16]1. Starting materials: CS(=O)(=O)NC1CCN(CC1)C(=O)OCCCC (butyl 4-(methylsulfonamido)piperidine-1-carboxylate), Cl (HCl). Run in ClCCl (dichloromethane), CO (methanol). Conditions: time 2 hour. Product: Cl.N1CCC(CC1)NS(=O)(=O)C (N-piperidine-4-ylmethanesulfonamide hydrochloride). The yield is 96.3%. RXN SMILES: [CH3:1][S:2]([NH:5][CH:6]1[CH2:11][CH2:10][N:9](C(OCCCC)=O)[CH2:8][CH2:7]1)(=[O:4])=[O:3].[ClH:19]>ClCCl.CO>[ClH:19].[NH:9]1[CH2:8][CH2:7][CH:6]([NH:5][S:2]([CH3:1])(=[O:3])=[O:4])[CH2:11][CH2:10]1 |f:4.5|. Procedure details: In a dried reaction flask, butyl 4-(methylsulfonamido)piperidine-1-carboxylate (2.53 g, 9.1 mmol) was dissolved in a mixed solvent of dichloromethane (20 mL) and methanol (5 mL). A dried HCl gas was passed thereto at room temperature for 2 hr, and a white solid was formed. The mixture was filtered and washed with dichloromethane and anhydrous ethyl ether, and dried to obtain a white powdery solid (1.88 g) in a 96.3% yield. The reactants are C(C)NC1=C(C=C(C(=C1)OC)OC)C1CC=2C=CC(=CC2CC1)OC(C(C)(C)C)=O (pivalic acid 6-(2-ethylamino-4,5-dimethoxyphenyl)-5,6,7,8-tetrahydronaphthalen-2-yl ester), N1(CCCCCC1)CCC1=CC=C(S1)C(=O)[O-].[Li+] (lithium 5-(2-azepan-1-ylethyl)thiophene-2-carboxylate). Product: N1(CCCCCC1)CCC1=CC=C(S1)CN(C1=C(C=C(C(=C1)OC)OC)C1CC=2C=CC(=CC2CC1)O)CC (6-{2-{[5-(2-Azepan-1-ylethyl)thiophen-2-ylmethyl]ethylamino}-4,5-dimethoxyphenyl}-5,6,7,8-tetrahydronaphthalen-2-ol). Isolated yield 75.0%. As a reaction SMILES: [CH2:1]([NH:3][C:4]1[CH:9]=[C:8]([O:10][CH3:11])[C:7]([O:12][CH3:13])=[CH:6][C:5]=1[CH:14]1[CH2:23][CH2:22][C:21]2[CH:20]=[C:19]([O:24]C(=O)C(C)(C)C)[CH:18]=[CH:17][C:16]=2[CH2:15]1)[CH3:2].[N:31]1([CH2:38][CH2:39][C:40]2[S:44][C:43]([C:45]([O-])=O)=[CH:42][CH:41]=2)[CH2:37][CH2:36][CH2:35][CH2:34][CH2:33][CH2:32]1.[Li+]>>[N:31]1([CH2:38][CH2:39][C:40]2[S:44][C:43]([CH2:45][N:3]([CH2:1][CH3:2])[C:4]3[CH:9]=[C:8]([O:10][CH3:11])[C:7]([O:12][CH3:13])=[CH:6][C:5]=3[CH:14]3[CH2:23][CH2:22][C:21]4[CH:20]=[C:19]([OH:24])[CH:18]=[CH:17][C:16]=4[CH2:15]3)=[CH:42][CH:41]=2)[CH2:32][CH2:33][CH2:34][CH2:35][CH2:36][CH2:37]1 |f:1.2|. Procedure details: Synthesized from pivalic acid 6-(2-ethylamino-4,5-dimethoxyphenyl)-5,6,7,8-tetrahydronaphthalen-2-yl ester (40 mg) and lithium 5-(2-azepan-1-ylethyl)thiophene-2-carboxylate (100 mg) according to an analogous synthetic method to Example 152, the title compound (40 mg) was obtained. Starting materials: CCOC(=O)C(C)(C)Oc1ccc(OCCc2ccc(-c3ccc(C(F)(F)F)cc3)nc2C)cc1C, C1CCOC1, CCO, [Na+], [OH-]. Yields the product Cc1cc(OCCc2ccc(-c3ccc(C(F)(F)F)cc3)nc2C)ccc1OC(C)(C)C(=O)O. RXN SMILES: [CH2:1]([CH3:2])[O:3][C:4]([C:5]([CH3:6])([O:7][c:8]1[c:9]([CH3:34])[cH:10][c:11]([O:14][CH2:15][CH2:16][c:17]2[c:18]([CH3:33])[n:19][c:20](-[c:23]3[cH:24][cH:25][c:26]([C:29]([F:30])([F:31])[F:32])[cH:27][cH:28]3)[cH:21][cH:22]2)[cH:12][cH:13]1)[CH3:35])=[O:36].[CH2:39]1[O:40][CH2:41][CH2:42][CH2:43]1.[CH3:44][CH2:45][OH:46].[Na+:38].[OH-:37]>>[O:3]=[C:4]([C:5]([CH3:6])([O:7][c:8]1[c:9]([CH3:34])[cH:10][c:11]([O:14][CH2:15][CH2:16][c:17]2[c:18]([CH3:33])[n:19][c:20](-[c:23]3[cH:24][cH:25][c:26]([C:29]([F:30])([F:31])[F:32])[cH:27][cH:28]3)[cH:21][cH:22]2)[cH:12][cH:13]1)[CH3:35])[OH:36]. The reactants are CO, N#Cc1c(Cl)nc(N)nc1-c1ccccc1. Yields the product COc1nc(N)nc(-c2ccccc2)c1C#N. RXN SMILES: [CH3:17][OH:18].[NH2:1][c:2]1[n:3][c:4](-[c:11]2[cH:12][cH:13][cH:14][cH:15][cH:16]2)[c:5]([C:9]#[N:10])[c:6]([Cl:8])[n:7]1>>[NH2:1][c:2]1[n:3][c:4](-[c:11]2[cH:12][cH:13][cH:14][cH:15][cH:16]2)[c:5]([C:9]#[N:10])[c:6]([O:18][CH3:17])[n:7]1. Reactants: O=C([O-])O, C=C(C)C, O=C(O)C1C=CCC=C1, ClCCl, [Na+], O=S(=O)(O)O. Product: CC(C)(C)OC(=O)C1C=CCC=C1. Reaction SMILES: [C:19](=[O:20])([OH:21])[O-:22].[CH3:15][C:16]([CH3:17])=[CH2:18].[CH:1]1([C:7](=[O:8])[OH:9])[CH:2]=[CH:3][CH2:4][CH:5]=[CH:6]1.[Cl:24][CH2:25][Cl:26].[Na+:23].[S:10](=[O:11])(=[O:12])([OH:13])[OH:14]>>[CH:1]1([C:7](=[O:8])[O:9][C:16]([CH3:15])([CH3:17])[CH3:18])[CH:2]=[CH:3][CH2:4][CH:5]=[CH:6]1. The reactants are COC(=O)c1ccc(C2CCCC3CCCC(=O)N32)cc1, ClCCl, CN(C)CCN(C)C, CCOC(C)=O, C[Si](C)(C)I, I, [Na+], [Na+], O=S([O-])([O-])=S. Product: COC(=O)c1ccc(C2CCCC3CCC(I)C(=O)N32)cc1. As a reaction SMILES: [C:6](=[O:7])([O:8][CH3:9])[c:10]1[cH:11][cH:12][c:13]([CH:16]2[N:17]3[C:18](=[O:26])[CH2:19][CH2:20][CH2:21][CH:22]3[CH2:23][CH2:24][CH2:25]2)[cH:14][cH:15]1.[CH2:43]([Cl:44])[Cl:45].[CH3:27][N:28]([CH3:29])[CH2:30][CH2:31][N:32]([CH3:33])[CH3:34].[CH3:46][CH2:47][O:48][C:49](=[O:50])[CH3:51].[I:1][Si:2]([CH3:3])([CH3:4])[CH3:5].[I:35].[Na+:41].[Na+:42].[S:36]([O-:37])([O-:38])(=[O:39])=[S:40]>>[I:1][CH:19]1[C:18](=[O:26])[N:17]2[CH:16]([c:13]3[cH:12][cH:11][c:10]([C:6](=[O:7])[O:8][CH3:9])[cH:15][cH:14]3)[CH2:25][CH2:24][CH2:23][CH:22]2[CH2:21][CH2:20]1. Starting materials: O (water), ClC1=C(C=C2C(C(=CN(C2=N1)CC1=C(C=C(C=C1)OC)OC)C(=O)OCC)=O)F (ethyl 7-chloro-1-(2,4-dimethoxybenzyl)-6-fluoro-4-oxo-1,4-dihydro[1,8]naphthyridine-3-carboxylate), N1[C@@H](CO)CCC1 ((R)-prolinol), C(C)(C)N(CC)C(C)C (diisopropylethylamine). Run in C(C)#N (acetonitrile). Product: COC1=C(CN2C=C(C(C3=CC=C(N=C23)N2[C@H](CCC2)CO)=O)C(=O)OCC)C=CC(=C1)OC (ethyl 1-(2,4-dimethoxybenzyl)-7-(2-(R)-hydroxymethyl-pyrrolidin-1-yl)-4-oxo-1,4-dihydro-[1,8]naphthyridine-3-carboxylate). RXN SMILES: Cl[C:2]1[N:11]=[C:10]2[C:5]([C:6](=[O:28])[C:7]([C:23]([O:25][CH2:26][CH3:27])=[O:24])=[CH:8][N:9]2[CH2:12][C:13]2[CH:18]=[CH:17][C:16]([O:19][CH3:20])=[CH:15][C:14]=2[O:21][CH3:22])=[CH:4][C:3]=1F.[NH:30]1[CH2:36][CH2:35][CH2:34][C@@H:31]1[CH2:32][OH:33].C(N(C(C)C)CC)(C)C.O>C(#N)C>[CH3:22][O:21][C:14]1[CH:15]=[C:16]([O:19][CH3:20])[CH:17]=[CH:18][C:13]=1[CH2:12][N:9]1[C:10]2[C:5](=[CH:4][CH:3]=[C:2]([N:30]3[CH2:36][CH2:35][CH2:34][C@@H:31]3[CH2:32][OH:33])[N:11]=2)[C:6](=[O:28])[C:7]([C:23]([O:25][CH2:26][CH3:27])=[O:24])=[CH:8]1. Procedure: A mixture of EXAMPLE 1B (2.96 g), (R)-prolinol (850 μL) and diisopropylethylamine (4 mL) in acetonitrile (70 mL) at 25° C. was stirred for 3 days, treated with water, and filtered.